The task is: describe an organic reaction: reactants, conditions, products, and yield. This data is from the Open Reaction Database (ORD), a public repository of structured organic reaction records. Starting materials: C[Si](C)(C)[N-][Si](C)(C)C.[K+] (potassium bistrimethylsilylamide), FC(C1=C(C=CC=C1)CC(=O)OC)(F)F (Methyl (2-trifluoromethylphenyl)acetate), C(Br)C1CO1 (epibromohydrin), C([O-])([O-])=O.[K+].[K+] (potassium carbonate). The solvent is O1CCCC1 (tetrahydrofuran), CO (methanol), O1CCCC1 (tetrahydrofuran), C(Cl)Cl (methylene chloride). Run at time 30 minute. The product is O1C(C1)CC(C(=O)OC)C1=C(C=CC=C1)C(F)(F)F (methyl 3-oxiranyl-2-(2-trifluoromethylphenyl)propionate). RXN SMILES: [F:1][C:2]([F:15])([F:14])[C:3]1[CH:8]=[CH:7][CH:6]=[CH:5][C:4]=1[CH2:9][C:10]([O:12][CH3:13])=[O:11].C[Si]([N-][Si](C)(C)C)(C)C.[K+].[CH2:26]([CH:28]1[O:30][CH2:29]1)Br.C(=O)([O-])[O-].[K+].[K+]>O1CCCC1.CO.C(Cl)Cl>[O:30]1[CH2:29][CH:28]1[CH2:26][CH:9]([C:4]1[CH:5]=[CH:6][CH:7]=[CH:8][C:3]=1[C:2]([F:14])([F:15])[F:1])[C:10]([O:12][CH3:13])=[O:11] |f:1.2,4.5.6|. Procedure: Methyl (2-trifluoromethylphenyl)acetate (5.0 g) was dissolved in tetrahydrofuran (10 mL), and the solution was added at −78° C. to a solution containing potassium bistrimethylsilylamide (50 mL) in tetrahydrofuran (190 mL). After stirring for 30 minutes, epibromohydrin (1.96 mL) was added at the same temperature. After further 10 minutes, a boron trifluoride-diethyl ether complex (3.16 mL) was added. After stirring at −78° C. for one hour, the reaction was terminated with a saturated sodium bicar... Reactants: O=C([O-])[O-], CS(C)=O, CCOC(C)=O, N#Cc1cnc(NC(C2CC2)C2CC2)c2c1[nH]c1cc(Cl)ccc12, [K+], [K+], O, OO. Yields the product NC(=O)c1cnc(NC(C2CC2)C2CC2)c2c1[nH]c1cc(Cl)ccc12. As a reaction SMILES: [C:25]([O-:26])(=[O:27])[O-:28].[CH3:33][S:34]([CH3:35])=[O:36].[CH3:37][CH2:38][O:39][C:40]([CH3:41])=[O:42].[Cl:1][c:2]1[cH:3][cH:4][c:5]2[c:6]3[c:7]([nH:8][c:9]2[cH:10]1)[c:11]([C:23]#[N:24])[cH:12][n:13][c:14]3[NH:15][CH:16]([CH:17]1[CH2:18][CH2:19]1)[CH:20]1[CH2:21][CH2:22]1.[K+:29].[K+:30].[OH2:43].[OH:31][OH:32]>>[Cl:1][c:2]1[cH:3][cH:4][c:5]2[c:6]3[c:7]([nH:8][c:9]2[cH:10]1)[c:11]([C:23]([NH2:24])=[O:26])[cH:12][n:13][c:14]3[NH:15][CH:16]([CH:17]1[CH2:18][CH2:19]1)[CH:20]1[CH2:21][CH2:22]1. Reported procedure: The concentration of glucose isomerase produced in the culture broth was measured by the following method. 10 ml of the culture broth was centrifuged for 5 minutes at 10,000 G. The precipitated cells were charged into a test tube with an outside diameter of 15 mm containing 2.0 ml of a glucose isomerase reaction solution containing a 1/15 M phosphoric acid buffer (pH 7.0) and per liter of the phosphoric acid buffer, 400 g of glucose and 0.5 millimole of CoCl2.6H2O, and reacted at 70° C for 1 hou... Starting materials: O=C[C@H](O)[C@@H](O)[C@H](O)[C@H](O)CO (glucose), P(O)(O)(O)=O (phosphoric acid), P(O)(O)(O)=O (phosphoric acid), O=C[C@H](O)[C@@H](O)[C@H](O)[C@H](O)CO (glucose), CoCl2.6H2O, Cl(=O)(=O)(=O)O (perchloric acid). Product: OCC(=O)[C@@H](O)[C@H](O)[C@H](O)CO (Fructose). Reaction SMILES: [O:1]=[CH:2][C@@H:3]([C@H:5]([C@@H:7]([C@@H:9]([CH2:11][OH:12])[OH:10])[OH:8])[OH:6])[OH:4].P(=O)(O)(O)O.Cl(O)(=O)(=O)=O>>[OH:1][CH2:2][C:3]([C@H:5]([C@@H:7]([C@@H:9]([CH2:11][OH:12])[OH:10])[OH:8])[OH:6])=[O:4]. Conditions: time 5 minute. The reactants are C(C=C)N1N(C2=CC(=CC=C2C1=O)NC(CC1CCCC1)=O)CC1=C(C=C(C(=O)OC)C=C1)OC (methyl 4-[2-allyl-6-(2-cyclopentylacetamido)-3-oxo-2H,3H-indazol-1-ylmethyl]-3-methoxybenzoate). Reagents/catalysts: [Pd] (Palladium-on-carbon). Run in C(C)(=O)OCC (ethyl acetate). Run at time 5 hour. Product: C1(CCCC1)CC(=O)NC1=CC=C2C(N(N(C2=C1)CC1=C(C=C(C(=O)OC)C=C1)OC)CCC)=O (Methyl 4-[6-(2-cyclopentylacetamido)-3-oxo-2-propyl-2H,3H-indazol-1-ylmethyl]-3-methoxybenzoate). The yield is 84.0%. Reaction SMILES: [CH2:1]([N:4]1[C:12](=[O:13])[C:11]2[C:6](=[CH:7][C:8]([NH:14][C:15](=[O:22])[CH2:16][CH:17]3[CH2:21][CH2:20][CH2:19][CH2:18]3)=[CH:9][CH:10]=2)[N:5]1[CH2:23][C:24]1[CH:33]=[CH:32][C:27]([C:28]([O:30][CH3:31])=[O:29])=[CH:26][C:25]=1[O:34][CH3:35])[CH:2]=[CH2:3]>C(OCC)(=O)C.[Pd]>[CH:17]1([CH2:16][C:15]([NH:14][C:8]2[CH:7]=[C:6]3[C:11]([C:12](=[O:13])[N:4]([CH2:1][CH2:2][CH3:3])[N:5]3[CH2:23][C:24]3[CH:33]=[CH:32][C:27]([C:28]([O:30][CH3:31])=[O:29])=[CH:26][C:25]=3[O:34][CH3:35])=[CH:10][CH:9]=2)=[O:22])[CH2:18][CH2:19][CH2:20][CH2:21]1. Reported procedure: Palladium-on-carbon (5% w/w, 0.095 g.) was added to a solution of methyl 4-[2-allyl-6-(2-cyclopentylacetamido)-3-oxo-2H,3H-indazol-1-ylmethyl]-3-methoxybenzoate (0.462 g.) in ethyl acetate (20 ml.). The mixture was hydrogenated at 1.1 bar for 5 hours. The catalyst was removed by filtration through diatomaceous earth, the filtrate evaporated and the residue purified by flash chromatography on silica gel (40 g.), eluting with 1:3:7 v/v/v acetic acid:ethyl acetate:dichloromethane. The chromatograph... The reactants are NaH2PO2, BrC1=CC=2C(C3=CC=C(C=C3C(C2C=C1)=O)Br)=O (2,6-dibromoanthraquinone), C1(=CC=CC=C1)[Li] (phenyl lithium). The solvent is CCOCC (Et2O), CCOCC (Et2O), CC(=O)O (AcOH). Run at temperature 130 celsius, time 24 hour. Yields the product BrC1=CC2=C(C3=CC=C(C=C3C(=C2C=C1)C1=CC=CC=C1)Br)C1=CC=CC=C1 (2,6-dibromo-9,10-diphenylanthracene). Isolated yield 67.5%. Reaction SMILES: [C:1]1([Li])[CH:6]=[CH:5][CH:4]=[CH:3][CH:2]=1.[Br:8][C:9]1[CH:22]=[CH:21][C:20]2[C:19](=O)[C:18]3[C:13](=[CH:14][CH:15]=[C:16]([Br:24])[CH:17]=3)[C:12](=O)[C:11]=2[CH:10]=1>CCOCC.CC(O)=O>[Br:8][C:9]1[CH:22]=[CH:21][C:20]2[C:11](=[C:12]([C:1]3[CH:6]=[CH:5][CH:4]=[CH:3][CH:2]=3)[C:13]3[C:18]([C:19]=2[C:1]2[CH:6]=[CH:5][CH:4]=[CH:3][CH:2]=2)=[CH:17][C:16]([Br:24])=[CH:15][CH:14]=3)[CH:10]=1. Procedure: 6 g of phenyl lithium was dissolved in Et2O, and the resulting solution was gradually added dropwise to a solution containing 5 g of 2,6-dibromoanthraquinone dissolved in Et2O. This reaction was carried out on a dry ice bath. Then, the temperature of the reaction material was elevated to room temperature, thereby obtaining white solids. The obtained solids were dissolved in 100 mL of AcOH, followed by addition of KI and NaH2PO2 and the resulting mixture was stirred at 130° C. for 24 hours. After... Starting materials: O=c1cc(OCc2ccccc2)ccn1-c1ccc(O)cc1, O=c1cc(OCc2ccc(F)cc2)ccn1-c1ccc(O)cc1, OCCN1CCCC1CF. Product: O=c1cc(OCc2ccc(F)cc2)ccn1-c1ccc(OCCN2CCCC2CF)cc1. As a reaction SMILES: [CH2:1]([O:2][c:3]1[cH:4][cH:5][n:6](-[c:7]2[cH:8][cH:9][c:10]([OH:11])[cH:12][cH:13]2)[c:14](=[O:15])[cH:16]1)[c:17]1[cH:18][cH:19][cH:20][cH:21][cH:22]1.[F:23][c:24]1[cH:25][cH:26][c:27]([CH2:28][O:29][c:30]2[cH:31][c:32](=[O:43])[n:33](-[c:36]3[cH:37][cH:38][c:39]([OH:42])[cH:40][cH:41]3)[cH:34][cH:35]2)[cH:44][cH:45]1.[F:46][CH2:47][CH:48]1[N:49]([CH2:53][CH2:54][OH:55])[CH2:50][CH2:51][CH2:52]1>>[F:23][c:24]1[cH:25][cH:26][c:27]([CH2:28][O:29][c:30]2[cH:31][c:32](=[O:43])[n:33](-[c:36]3[cH:37][cH:38][c:39]([O:42][CH2:54][CH2:53][N:49]4[CH:48]([CH2:47][F:46])[CH2:52][CH2:51][CH2:50]4)[cH:40][cH:41]3)[cH:34][cH:35]2)[cH:44][cH:45]1. RXN SMILES: [C:1]([O:5][C:6]([NH:8][C:9]1[S:10][CH:11]=[C:12]([CH2:14][C:15]([OH:17])=O)[N:13]=1)=[O:7])([CH3:4])([CH3:3])[CH3:2].[CH3:18][N:19]1[CH2:24][CH2:23][CH:22]([N:25]2[CH2:30][CH2:29][NH:28][CH2:27][CH2:26]2)[CH2:21][CH2:20]1>>[C:1]([O:5][C:6](=[O:7])[NH:8][C:9]1[S:10][CH:11]=[C:12]([CH2:14][C:15]([N:28]2[CH2:27][CH2:26][N:25]([CH:22]3[CH2:23][CH2:24][N:19]([CH3:18])[CH2:20][CH2:21]3)[CH2:30][CH2:29]2)=[O:17])[N:13]=1)([CH3:2])([CH3:3])[CH3:4]. Procedure details: 47.1 Using general method C, (2-tert-butoxycarbonylamino-thiazol-4-yl)-acetic acid (example 37.2) was coupled with 1-(N-methylpiperidin-4-yl)piperazine to give (4-{2-[4-(1-methyl-piperidin-4-yl)-piperazin-1-yl]-2-oxo-ethyl}-thiazol-2-yl)-carbamic acid tert-butyl ester. Off-white powder. MS 424.0 ([M+H]+) The product is C(C)(C)(C)OC(NC=1SC=C(N1)CC(=O)N1CCN(CC1)C1CCN(CC1)C)=O ((4-{2-[4-(1-methyl-piperidin-4-yl)-piperazin-1-yl]-2-oxo-ethyl}-thiazol-2-yl)-carbamic acid tert-butyl ester). Reactants: C(C)(C)(C)OC(=O)NC=1SC=C(N1)CC(=O)O ((2-tert-butoxycarbonylamino-thiazol-4-yl)-acetic acid), CN1CCC(CC1)N1CCNCC1 (1-(N-methylpiperidin-4-yl)piperazine).